This data is from the Open Reaction Database (ORD), a public repository of structured organic reaction records. The task is: describe an organic reaction: reactants, conditions, products, and yield The reactants are N1=CC=CC=C1.F (hydrogen fluoride-pyridine), ice, C(O)([O-])=O.[Na+] (sodium hydrogencarbonate), C(CCC)(=O)OC1=C(SCCCCCC(=O)O)[C@H]([C@@H](C1)O[Si](C)(C)C(C)(C)C)\C=C\[C@H](CCCCC)O[Si](C)(C)C(C)(C)C ((11R,12S,13E,15S)-9-butyryloxy-11,15-bis(tert-butyldimethylsiloxy)-7-thiaprosta-8,13-dienoic acid), C(C)#N (acetonitrile). Run in C(C)(=O)OCC (ethyl acetate), N1=CC=CC=C1 (pyridine), N1=CC=CC=C1 (pyridine). Run at time 20 hour. Product: C(CCC)(=O)OC1=C(SCCCCCC)[C@H]([C@@H](C1)O)\C=C\[C@H](CCCCC)O ((11R,12S,13E,15S)-9-butyryloxy-11,15-dihydroxy-7-thiaprosta-8,13-diene). The yield is 35.0%. As a reaction SMILES: N1C=CC=CC=1.F.C(#N)C.[C:11]([O:16][C:17]1[CH2:30][C@@H:29]([O:31][Si](C(C)(C)C)(C)C)[C@H:28](/[CH:39]=[CH:40]/[C@@H:41]([O:47][Si](C(C)(C)C)(C)C)[CH2:42][CH2:43][CH2:44][CH2:45][CH3:46])[C:18]=1[S:19][CH2:20][CH2:21][CH2:22][CH2:23][CH2:24][C:25](O)=O)(=[O:15])[CH2:12][CH2:13][CH3:14].C(=O)([O-])O.[Na+]>C(OCC)(=O)C.N1C=CC=CC=1>[C:11]([O:16][C:17]1[CH2:30][C@@H:29]([OH:31])[C@H:28](/[CH:39]=[CH:40]/[C@@H:41]([OH:47])[CH2:42][CH2:43][CH2:44][CH2:45][CH3:46])[C:18]=1[S:19][CH2:20][CH2:21][CH2:22][CH2:23][CH2:24][CH3:25])(=[O:15])[CH2:12][CH2:13][CH3:14] |f:0.1,4.5|. Procedure: A hydrogen fluoride-pyridine solution (0.1 ml) was added to a solution of ice-cooled acetonitrile (1 ml) and pyridine (0.1 ml), then a pyridine (0.1 ml) solution of (11R,12S,13E,15S)-9-butyryloxy-11,15-bis(tert-butyldimethylsiloxy)-7-thiaprosta-8,13-dienoic acid (79 mg) was added. The ice bath was detached, then the solution was stirred for 20 hours while raising it to room temperature. The reaction solution was poured into a mixture of ethyl acetate and saturated sodium hydrogencarbonate. The t... RXN SMILES: [CH3:1][O:2][CH2:3][CH2:4][OH:5].[H-].[Na+].Br[C:9]1[C:14]([C:15]2[CH:20]=[CH:19][C:18]([Cl:21])=[CH:17][C:16]=2[Cl:22])=[N:13][C:12]([Br:23])=[CH:11][N:10]=1.CCCCCCC>CS(C)=O.ClCCl>[Br:23][C:12]1[N:13]=[C:14]([C:15]2[CH:20]=[CH:19][C:18]([Cl:21])=[CH:17][C:16]=2[Cl:22])[C:9]([O:5][CH2:4][CH2:3][O:2][CH3:1])=[N:10][CH:11]=1 |f:1.2|. Procedure details: To a solution of 0.077 g (0.001 mol) 2-methoxyethanol in 2 ml dimethylsulfoxide was added at room temperature 0.088 g (0.002 mol) sodium hydride (55% in oil) and the mixture was stirred at room temperature for 1 h. To the resulting solution was added 0.352 g 2,5-dibromo-3-(2,4-dichloro-phenyl)-pyrazine and the mixture was stirred at room temperature for 3 h. The resulting reaction mixture was partitioned between water and ethyl acetate, the phases were separated and the organic phase washed twic... Run at time 1 hour. Run in CS(=O)C (dimethylsulfoxide), ClCCl (dichloromethane). Starting materials: COCCO (2-methoxyethanol), [H-].[Na+] (sodium hydride), CCCCCCC (heptane), BrC1=NC=C(N=C1C1=C(C=C(C=C1)Cl)Cl)Br (2,5-dibromo-3-(2,4-dichloro-phenyl)-pyrazine). Yield: 25.9%. Yields the product BrC=1N=C(C(=NC1)OCCOC)C1=C(C=C(C=C1)Cl)Cl (5-Bromo-3-(2,4-dichloro-phenyl)-2-(2-methoxy-ethoxy)-pyrazine). Starting materials: CO, COC(=O)c1cc(NS(=O)(=O)c2ccc(C(C)C)cn2)c(Oc2ccccc2OC)c(OCCOC2CCCCO2)c1, Cl. The product is COC(=O)c1cc(NS(=O)(=O)c2ccc(C(C)C)cn2)c(Oc2ccccc2OC)c(OCCO)c1. Reaction SMILES: [CH3:44][OH:45].[CH:1]([CH3:2])([CH3:3])[c:4]1[cH:5][cH:6][c:7]([S:10](=[O:11])(=[O:12])[NH:13][c:14]2[cH:15][c:16]([C:17](=[O:18])[O:19][CH3:20])[cH:21][c:22]([O:33][CH2:34][CH2:35][O:36][CH:37]3[CH2:38][CH2:39][CH2:40][CH2:41][O:42]3)[c:23]2[O:24][c:25]2[c:26]([O:31][CH3:32])[cH:27][cH:28][cH:29][cH:30]2)[n:8][cH:9]1.[ClH:43]>>[CH:1]([CH3:2])([CH3:3])[c:4]1[cH:5][cH:6][c:7]([S:10](=[O:11])(=[O:12])[NH:13][c:14]2[cH:15][c:16]([C:17](=[O:18])[O:19][CH3:20])[cH:21][c:22]([O:33][CH2:34][CH2:35][OH:36])[c:23]2[O:24][c:25]2[c:26]([O:31][CH3:32])[cH:27][cH:28][cH:29][cH:30]2)[n:8][cH:9]1.